describe an organic reaction: reactants, conditions, products, and yield From a dataset of the Open Reaction Database (ORD), a public repository of structured organic reaction records. The reactants are C(C)C1=CC(=C(NC1=O)C)C=1C=NC=C(C1)C(=O)O (5′-ethyl-2′-methyl-6′-oxo-1′,6′-dihydro-[3,3′]bipyridinyl-5-carboxylic acid), OC(CN)C1=CC=CC=C1 ((2-hydroxy-2-phenyl-ethyl)-amine). Product: OC(CNC(=O)C=1C=C(C=NC1)C1=C(NC(C(=C1)CC)=O)C)C1=CC=CC=C1 (5′-Ethyl-2′-methyl-6′-oxo-1′,6′-dihydro-[3,3′]bipyridinyl-5-carboxylic acid (2-hydroxy-2-phenyl-ethyl)-amide). As a reaction SMILES: [CH2:1]([C:3]1[C:8](=[O:9])[NH:7][C:6]([CH3:10])=[C:5]([C:11]2[CH:12]=[N:13][CH:14]=[C:15]([C:17]([OH:19])=O)[CH:16]=2)[CH:4]=1)[CH3:2].[OH:20][CH:21]([C:24]1[CH:29]=[CH:28][CH:27]=[CH:26][CH:25]=1)[CH2:22][NH2:23]>>[OH:20][CH:21]([C:24]1[CH:29]=[CH:28][CH:27]=[CH:26][CH:25]=1)[CH2:22][NH:23][C:17]([C:15]1[CH:16]=[C:11]([C:5]2[CH:4]=[C:3]([CH2:1][CH3:2])[C:8](=[O:9])[NH:7][C:6]=2[CH3:10])[CH:12]=[N:13][CH:14]=1)=[O:19]. Procedure: Method 1, Example 205 is substantially repeated except for utilizing 5′-ethyl-2′-methyl-6′-oxo-1′,6′-dihydro-[3,3′]bipyridinyl-5-carboxylic acid and (2-hydroxy-2-phenyl-ethyl)-amine to afford the title compound. MS: m/e=378 (M+H). Starting materials: BrCCBr, C1CCOC1, Cc1ccccc1C(C=O)c1ccc(F)cc1C, [H-], [Na+]. Yields the product Cc1ccccc1C(=COCCBr)c1ccc(F)cc1C. As a reaction SMILES: [Br:21][CH2:22][CH2:23][Br:24].[CH2:25]1[O:26][CH2:27][CH2:28][CH2:29]1.[F:1][c:2]1[cH:3][c:4]([CH3:18])[c:5]([CH:8]([CH:9]=[O:10])[c:11]2[c:12]([CH3:17])[cH:13][cH:14][cH:15][cH:16]2)[cH:6][cH:7]1.[H-:19].[Na+:20]>>[F:1][c:2]1[cH:3][c:4]([CH3:18])[c:5]([C:8](=[CH:9][O:10][CH2:23][CH2:22][Br:21])[c:11]2[c:12]([CH3:17])[cH:13][cH:14][cH:15][cH:16]2)[cH:6][cH:7]1. Conditions: temperature 55 celsius. Product: OCP(OCC1=CC=CC=C1)(OCC1=CC=CC=C1)=O (dibenzyl hydroxymethylphosphonate). As a reaction SMILES: [P:1]([O-:18])([O:10][CH2:11][C:12]1[CH:17]=[CH:16][CH:15]=[CH:14][CH:13]=1)[O:2][CH2:3][C:4]1[CH:9]=[CH:8][CH:7]=[CH:6][CH:5]=1.[CH2:19]=[O:20]>C(N(CC)CC)C>[OH:20][CH2:19][P:1](=[O:18])([O:10][CH2:11][C:12]1[CH:17]=[CH:16][CH:15]=[CH:14][CH:13]=1)[O:2][CH2:3][C:4]1[CH:9]=[CH:8][CH:7]=[CH:6][CH:5]=1. Procedure details: 100 ml of dibenzyl phosphite, 12.5 g of paraformaldehyde and 6.2 ml of triethylamine were mixed together with stirring. On slow warming to 55° C., a temperature increase to 120° C. took place. The solution, which was now clear, was allowed to cool to 90° C. and was stirred at this temperature for a further 30 minutes. After cooling to room temperature, it was chromatographed on 1 kg of silica gel at elevated pressure (eluent: n-hexane/ethyl acetate 1:4). After concentrating the fractions and dry... Starting materials: P(OCC1=CC=CC=C1)(OCC1=CC=CC=C1)[O-] (dibenzyl phosphite), C=O (paraformaldehyde). Solvent: C(C)N(CC)CC (triethylamine). Reactants: FC=1C=C(C=C(C1)OC)CO ((3-fluoro-5-methoxyphenyl)methanol), P(Cl)(Cl)(Cl)(Cl)Cl (PCl5), C(=O)([O-])[O-].[Na+].[Na+] (Na2CO3). The solvent is C(Cl)(Cl)(Cl)Cl (CCl4). Conditions: time 1 hour. Product: ClCC1=CC(=CC(=C1)OC)F (1-(chloromethyl)-3-fluoro-5-methoxybenzene). Isolated yield 55.4%. RXN SMILES: [F:1][C:2]1[CH:3]=[C:4]([CH2:10]O)[CH:5]=[C:6]([O:8][CH3:9])[CH:7]=1.P(Cl)(Cl)(Cl)(Cl)[Cl:13].C([O-])([O-])=O.[Na+].[Na+]>C(Cl)(Cl)(Cl)Cl>[Cl:13][CH2:10][C:4]1[CH:5]=[C:6]([O:8][CH3:9])[CH:7]=[C:2]([F:1])[CH:3]=1 |f:2.3.4|. Procedure: To a solution of (3-fluoro-5-methoxyphenyl)methanol (4.9 g, 30 mmol) in CCl4 (50 mL), PCl5 (13 g, 60 mmol) was added. The mixture was stirred at room temperature for 1 h. To this mixture, saturated Na2CO3 solution was slowly added until pH was adjusted to 7˜8. The mixture was extracted with DCM (3×15 mL), and the organic phase was concentrated to give a colorless oil, which was purified by silica-gel column chromatography (100% petroleum ether) to give 2.9 g of 1-(chloromethyl)-3-fluoro-5-methox... Solvent: CO (MeOH), CO (MeOH). Reaction SMILES: [OH:1][NH2:2].[O:3]([C@H:10]1[CH2:15][C@H:14]([C:16](OC)=[O:17])[C@@H:13]([C:20]([N:22]2[CH2:27][CH2:26][N:25]([C:28]3[CH:33]=[CH:32][CH:31]=[CH:30][CH:29]=3)[CH2:24][CH2:23]2)=[O:21])[CH2:12][CH2:11]1)[C:4]1[CH:9]=[CH:8][CH:7]=[CH:6][CH:5]=1.C(O)(C(F)(F)F)=O>CO>[OH:1][NH:2][C:16]([C@H:14]1[CH2:15][C@H:10]([O:3][C:4]2[CH:9]=[CH:8][CH:7]=[CH:6][CH:5]=2)[CH2:11][CH2:12][C@@H:13]1[C:20]([N:22]1[CH2:27][CH2:26][N:25]([C:28]2[CH:29]=[CH:30][CH:31]=[CH:32][CH:33]=2)[CH2:24][CH2:23]1)=[O:21])=[O:17]. Procedure details: A solution of hydroxyamine in MeOH (1.5 M, 0.75 ml) was added to methyl(1S,2S,5R)-5-phenoxy-2-[(4-phenylpiperazin-1-yl)carbonyl]cyclohexane-carboxylate (0.29 mmol, 0.00029 mol) in MeOH (0.5 mL) at RT. The resulting mixture was stirred at RT for 2 hrs, and was adjusted to PH=2.0 with TFA, and then was purified by Prep-HPLC to give the desired product. LCMS: (M+H)+=424.2. Conditions: time 2 hour. Product: ONC(=O)[C@@H]1[C@H](CC[C@H](C1)OC1=CC=CC=C1)C(=O)N1CCN(CC1)C1=CC=CC=C1 ((1S,2S,5R)—N-hydroxy-5-phenoxy-2-[(4-phenylpiperazin-1-yl)carbonyl]cyclohexanecarboxamide). The reactants are C(=O)(C(F)(F)F)O (TFA), ON (hydroxyamine), O(C1=CC=CC=C1)[C@@H]1CC[C@@H]([C@H](C1)C(=O)OC)C(=O)N1CCN(CC1)C1=CC=CC=C1 (methyl(1S,2S,5R)-5-phenoxy-2-[(4-phenylpiperazin-1-yl)carbonyl]cyclohexane-carboxylate).